describe an organic reaction: reactants, conditions, products, and yield From a dataset of the Open Reaction Database (ORD), a public repository of structured organic reaction records. Reactants: C1(=CC=CC=C1)P(C1=CC=CC=C1)C1=CC=CC=C1 (triphenylphosphine), [N+](=O)([O-])C1=CC=C(C=C1)S(=O)(=O)OC (methyl 4-nitrobenzenesulfonate). Yields the product [N+](=O)([O-])C1=CC=C(C=C1)S(=O)(=O)[O-].C[P+](C1=CC=CC=C1)(C1=CC=CC=C1)C1=CC=CC=C1 (Methyltriphenylphosphonium 4-nitrobenzenesulfonate). Yield: 187.0%. Reaction SMILES: [C:1]1([P:7]([C:14]2[CH:19]=[CH:18][CH:17]=[CH:16][CH:15]=2)[C:8]2[CH:13]=[CH:12][CH:11]=[CH:10][CH:9]=2)[CH:6]=[CH:5][CH:4]=[CH:3][CH:2]=1.[N+:20]([C:23]1[CH:28]=[CH:27][C:26]([S:29]([O:32]C)(=[O:31])=[O:30])=[CH:25][CH:24]=1)([O-:22])=[O:21]>>[N+:20]([C:23]1[CH:24]=[CH:25][C:26]([S:29]([O-:32])(=[O:30])=[O:31])=[CH:27][CH:28]=1)([O-:22])=[O:21].[CH3:23][P+:7]([C:1]1[CH:2]=[CH:3][CH:4]=[CH:5][CH:6]=1)([C:8]1[CH:13]=[CH:12][CH:11]=[CH:10][CH:9]=1)[C:14]1[CH:15]=[CH:16][CH:17]=[CH:18][CH:19]=1 |f:2.3|. Procedure: A mixture of 5.83 g (22.2 mmol) of triphenylphosphine and 5.00 g (23.0 mmol) methyl 4-nitrobenzenesulfonate was allowed to react for 2 hrs at 145° C. A total of 10.3 g (21.5 mmol, 96.8%) of the product was obtained, which was further purified by recrystallization from 90:10 toluene-acetonitrile. Analyses: mp 127.0°-128.6° C. Reactants: F[B-](F)(F)F.N1(N=NC2=C1C=CC=C2)OC(=[N+](C)C)N(C)C (2-(1H-benzotriazol-1-yl)-1,1,3,3-tetramethyluronium tetrafluoroborate), C1(CCCCC1)C(=O)O (cyclohexanecarboxylic acid), C(C)(C)N(C(C)C)CC (N,N-diisopropylethylamine), P(=O)(Cl)(Cl)Cl (phosphoryl chloride), NCC=1C(NC=NN1)=O (6-aminomethyl-4H[1,2,4]triazin-5-one). Solvent: CN(C)C=O (DMF), C(C)#N (acetonitrile). Reaction conditions: temperature 55 celsius, time 1 hour. Product: C1(CCCCC1)C1=NC=C2C(NC=NN21)=O (7-cyclohexylimidazo[5,1-f] [1,2,4]triazin-4(3H)-one). RXN SMILES: [NH2:1][CH2:2][C:3]1[C:4](=[O:9])[NH:5][CH:6]=[N:7][N:8]=1.F[B-](F)(F)F.N1(OC(N(C)C)=[N+](C)C)C2C=CC=CC=2N=N1.[CH:32]1([C:38](O)=O)[CH2:37][CH2:36][CH2:35][CH2:34][CH2:33]1.C(N(CC)C(C)C)(C)C.P(Cl)(Cl)(Cl)=O>CN(C=O)C.C(#N)C>[CH:32]1([C:38]2[N:8]3[C:3]([C:4](=[O:9])[NH:5][CH:6]=[N:7]3)=[CH:2][N:1]=2)[CH2:37][CH2:36][CH2:35][CH2:34][CH2:33]1 |f:1.2|. Procedure details: To a suspension of 6-aminomethyl-4H[1,2,4]triazin-5-one (250 mg, 1.98 mmol) in DMF (7.5 mL) was added 2-(1H-benzotriazol-1-yl)-1,1,3,3-tetramethyluronium tetrafluoroborate (760 mg, 2.38 mmol), cyclohexanecarboxylic acid (305 mg, 2.38 mmol) and N,N-diisopropylethylamine (1.5 mL, 8.6 mmol). After 1 h acetonitrile (40 mL) was added to the mixture followed by dropwise addition of phosphoryl chloride (0.28 mL, 3.0 mmol) and the reaction mixture stirred at 55° C. for 1 h. The mixture was then concentr... The reactants are Cl (hydrochloric acid), CC1=C(C(=O)OCC)C(=CC=C1C(C)C)C (ethyl 2,6-dimethyl-3-(1-methylethyl)benzoate), [H-].[Al+3].[Li+].[H-].[H-].[H-] (lithium aluminum hydride). Run in O (water), COCCOC (1,2-dimethoxyethane), O (water), COCCOC (1,2-dimethoxyethane), COCCOC (1,2-dimethoxyethane). Yields the product CC1=C(C(=CC=C1C(C)C)C)CO ([2,6-dimethyl-3-(1-methylethyl)phenyl]methanol). Isolated yield 75.0%. RXN SMILES: [CH3:1][C:2]1[C:12]([CH:13]([CH3:15])[CH3:14])=[CH:11][CH:10]=[C:9]([CH3:16])[C:3]=1[C:4](OCC)=[O:5].[H-].[Al+3].[Li+].[H-].[H-].[H-].Cl>COCCOC.O>[CH3:1][C:2]1[C:12]([CH:13]([CH3:15])[CH3:14])=[CH:11][CH:10]=[C:9]([CH3:16])[C:3]=1[CH2:4][OH:5] |f:1.2.3.4.5.6|. Procedure: A solution of ethyl 2,6-dimethyl-3-(1-methylethyl)benzoate (2.8 g) in dry 1,2-dimethoxyethane (40 ml) was added dropwise under a nitrogen atmosphere to a stirred solution of lithium aluminum hydride in dry 1,2-dimethoxyethane (80 ml) at approximately -78°. The mixture was allowed to warm to ambient temperature. The mixture was heated to reflux and maintained under reflux for one hour. After cooling to ambient temperature, a solution of 1,2-dimethoxyethane (20 ml) in water (5 ml) was added dropwi... The reactants are O=C([O-])[O-], COCCOCCOC, CCOC(C)=O, Cc1ccccc1, [Cs+], [Cs+], [Cu]I, COc1ccc(I)c(OC)c1, CC1(C)CCCC2(C)C1CCC(C)(O)C2CO. Product: COc1ccc(OCC2C(C)(O)CCC3C(C)(C)CCCC32C)c(OC)c1. As a reaction SMILES: [C:29](=[O:30])([O-:31])[O-:32].[CH3:35][O:36][CH2:37][CH2:38][O:39][CH2:40][CH2:41][O:42][CH3:43].[CH3:44][CH2:45][O:46][C:47]([CH3:48])=[O:49].[CH3:52][c:53]1[cH:54][cH:55][cH:56][cH:57][cH:58]1.[Cs+:33].[Cs+:34].[Cu:50][I:51].[I:1][c:2]1[c:3]([O:10][CH3:11])[cH:4][c:5]([O:8][CH3:9])[cH:6][cH:7]1.[OH:12][CH2:13][CH:14]1[C:15]([OH:27])([CH3:28])[CH2:16][CH2:17][CH:18]2[C:19]([CH3:25])([CH3:26])[CH2:20][CH2:21][CH2:22][C:23]12[CH3:24]>>[c:2]1([O:12][CH2:13][CH:14]2[C:15]([OH:27])([CH3:28])[CH2:16][CH2:17][CH:18]3[C:19]([CH3:25])([CH3:26])[CH2:20][CH2:21][CH2:22][C:23]23[CH3:24])[c:3]([O:10][CH3:11])[cH:4][c:5]([O:8][CH3:9])[cH:6][cH:7]1. Starting materials: BrCCOC1=C(C=C(C=C1)[N+](=O)[O-])OC (1-(2-bromoethoxy)-2-methoxy-4-nitrobenzene), COC1CCNCC1 (4-methoxypiperidine). Solvent: ClCCl.CO (dichloromethane methanol). Yields the product COC1CCN(CC1)CCOC1=C(C=C(C=C1)[N+](=O)[O-])OC (4-methoxy-1-[2-(2-methoxy-4-nitrophenoxy)ethyl]piperidine). Reaction SMILES: Br[CH2:2][CH2:3][O:4][C:5]1[CH:10]=[CH:9][C:8]([N+:11]([O-:13])=[O:12])=[CH:7][C:6]=1[O:14][CH3:15].[CH3:16][O:17][CH:18]1[CH2:23][CH2:22][NH:21][CH2:20][CH2:19]1>ClCCl.CO>[CH3:16][O:17][CH:18]1[CH2:23][CH2:22][N:21]([CH2:2][CH2:3][O:4][C:5]2[CH:10]=[CH:9][C:8]([N+:11]([O-:13])=[O:12])=[CH:7][C:6]=2[O:14][CH3:15])[CH2:20][CH2:19]1 |f:2.3|. Procedure: Prepared analogously to Example 1.1.c. from 1 g (3.62 mmol) of 1-(2-bromoethoxy)-2-methoxy-4-nitrobenzene and 1.25 g (10.87 mmol) of 4-methoxypiperidine. Yield: 1 g (89% of theory); C15H22N2O5 (M=310.35); calc.: molecular ion peak (M+H)+: 311; found: molecular ion peak (M+H)+: 311; Rf value: 0.5 (silica gel, dichloromethane/methanol (9:1)). The reactants are COC(=O)c1cc(Cl)cc2c1NC(c1cccc(N3CCN(C(C)=O)CC3)c1)C(C)(C)C2, CO, Cl, [Li+], C1CCOC1, [OH-], O, O. The product is CC(=O)N1CCN(c2cccc(C3Nc4c(cc(Cl)cc4C(=O)O)CC3(C)C)c2)CC1. Reaction SMILES: [CH3:1][O:2][C:3](=[O:4])[c:5]1[cH:6][c:7]([Cl:32])[cH:8][c:9]2[c:14]1[NH:13][CH:12]([c:15]1[cH:16][c:17]([N:21]3[CH2:22][CH2:23][N:24]([C:27]([CH3:28])=[O:29])[CH2:25][CH2:26]3)[cH:18][cH:19][cH:20]1)[C:11]([CH3:30])([CH3:31])[CH2:10]2.[CH3:38][OH:39].[ClH:37].[Li+:35].[O:40]1[CH2:41][CH2:42][CH2:43][CH2:44]1.[OH-:34].[OH2:33].[OH2:36]>>[O:2]=[C:3]([OH:4])[c:5]1[cH:6][c:7]([Cl:32])[cH:8][c:9]2[c:14]1[NH:13][CH:12]([c:15]1[cH:16][c:17]([N:21]3[CH2:22][CH2:23][N:24]([C:27]([CH3:28])=[O:29])[CH2:25][CH2:26]3)[cH:18][cH:19][cH:20]1)[C:11]([CH3:30])([CH3:31])[CH2:10]2.